The task is: describe an organic reaction: reactants, conditions, products, and yield. This data is from the Open Reaction Database (ORD), a public repository of structured organic reaction records. Starting materials: NC1=CC=C2C(=CC(=CC2=C1)S(=O)(=O)O)O (7-amino-4-hydroxynaphthalene-2-sulfonic acid), C(C1=CC=CC=C1)(=O)Cl (benzoyl chloride). The product is C=1C=CC=2C(C1)=CC=CC2O (naphthol). As a reaction SMILES: N[C:2]1[CH:11]=[C:10]2[C:5]([C:6]([OH:16])=[CH:7][C:8](S(O)(=O)=O)=[CH:9]2)=[CH:4][CH:3]=1.C(Cl)(=O)C1C=CC=CC=1>>[CH:2]1[CH:3]=[CH:4][C:5]2[C:10](=[CH:9][CH:8]=[CH:7][C:6]=2[OH:16])[CH:11]=1. Reported procedure: In an aqueous solvent, 23.9 parts of 7-amino-4-hydroxynaphthalene-2-sulfonic acid was condensed with 14.1 parts of benzoyl chloride according to a normal method to obtain a naphthol derivative.